From a dataset of the Open Reaction Database (ORD), a public repository of structured organic reaction records. describe an organic reaction: reactants, conditions, products, and yield As a reaction SMILES: [CH3:1][O:2][C:3]1[CH:26]=[CH:25][C:6]([CH2:7][O:8][C:9]2[C:10]([NH:15][C:16]([NH:18][C:19]3[CH:24]=[CH:23][CH:22]=[CH:21][CH:20]=3)=S)=[N:11][CH:12]=[CH:13][CH:14]=2)=[CH:5][CH:4]=1.[NH3:27]>>[CH3:1][O:2][C:3]1[CH:26]=[CH:25][C:6]([CH2:7][O:8][C:9]2[C:10]([NH:15][C:16]([NH:18][C:19]3[CH:24]=[CH:23][CH:22]=[CH:21][CH:20]=3)=[NH:27])=[N:11][CH:12]=[CH:13][CH:14]=2)=[CH:5][CH:4]=1. The reactants are mercuric oxide, COC1=CC=C(COC=2C(=NC=CC2)NC(=S)NC2=CC=CC=C2)C=C1 (N-[3-(4-methoxybenzyloxy)pyrid-2-yl]-N'-phenylthiourea), N (ammonia). Reported procedure: A mixture of yellow mercuric oxide (1.51 g, 0.0069 mol), N-[3-(4-methoxybenzyloxy)pyrid-2-yl]-N'-phenylthiourea (2.14 g, 0.0058 mol) and methanolic ammonia solution (40 ml) was stirred for 2 days at room temperature. The solvent was removed in vacuo and the black residue was boiled with chloroform and filtered hot. Evaporation of the solvent followed by trituration with ether and recrystallisation from acetonitrile gave the desired product. Yield 1.27 g (62%), m.p. 141°-143 ° C. The product is COC1=CC=C(COC=2C(=NC=CC2)NC(=N)NC2=CC=CC=C2)C=C1 (N-[3-(4-Methoxybenzyloxy)pyrid-2-yl]-N'-phenylguanidine). Run at time 2 day. Starting materials: C([O-])([O-])=O.[K+].[K+] (Potassium carbonate), CC=1NC=CN1 (2-methylimidazole), BrCC(=O)OCC (Ethyl bromoacetate). The solvent is O1CCCC1 (tetrahydrofuran). Reaction conditions: time 30 minute. Yields the product N (ammonia), CC=1N(C=CN1)CC(=O)OCC (Ethyl (2-methyl-1H-imidazol-1-yl)acetate). RXN SMILES: C(=O)([O-])[O-].[K+].[K+].[CH3:7][C:8]1[NH:9][CH:10]=[CH:11][N:12]=1.Br[CH2:14][C:15]([O:17][CH2:18][CH3:19])=[O:16]>O1CCCC1>[NH3:9].[CH3:7][C:8]1[N:9]([CH2:14][C:15]([O:17][CH2:18][CH3:19])=[O:16])[CH:10]=[CH:11][N:12]=1 |f:0.1.2|. Procedure: Potassium carbonate (8.42 g, 61 mmol) was added to a solution of 2-methylimidazole (5 g, 61 mmol) in tetrahydrofuran (100 mL) and the suspension was stirred for 30 minutes. Ethyl bromoacetate (6.75 mL, 61 mmol) was added and the reaction was stirred for a further 30 minutes at room temperature. The mixture was filtered, washing through with dichloromethane:methanol (90:10). The filtrate was evaporated under reduced pressure and the crude product was purified by column chromatography on silica ge... Starting materials: C(C)(C)NC(C)C (diisopropylamine), C(CCC)[Li] (n-butyllithium), CCCCCC (hexane), C(C(C)C)#N (isobutyronitrile), BrCC=1C=C(C=CC1)C1=CC(=CC=C1)CBr (3,3'-bis(bromomethyl)biphenyl). Solvent: C1CCOC1 (THF), C1CCOC1 (THF), C1CCOC1 (THF). Yields the product CC(CC=1C=C(C=CC1)C1=CC(=CC=C1)CC(C)(C)C#N)(C)C#N (3,3'-bis(2-methyl-2-cyanopropyl)biphenyl). The yield is 95.0%. As a reaction SMILES: [CH:1]([NH:4]C(C)C)(C)C.[CH2:8]([Li])[CH2:9][CH2:10][CH3:11].[C:13](#[N:17])[CH:14]([CH3:16])[CH3:15].BrCC1[CH:21]=[C:22]([C:26]2[CH:31]=[CH:30][CH:29]=[C:28]([CH2:32]Br)[CH:27]=2)[CH:23]=[CH:24][CH:25]=1.[CH3:34]CCCCC>C1COCC1>[CH3:11][C:10]([C:1]#[N:4])([CH3:34])[CH2:9][C:8]1[CH:21]=[C:22]([C:26]2[CH:31]=[CH:30][CH:29]=[C:28]([CH2:32][C:14]([C:13]#[N:17])([CH3:16])[CH3:15])[CH:27]=2)[CH:23]=[CH:24][CH:25]=1. Procedure details: In a 500-ml flask, equipped with a magnetic stirrer, a reflux condenser capped with a nitrogen bubbler, a dropping funnel and a syringe adapter, was put 150 ml of anhydrous THF and 7.0 ml (5.05 g, 0.050 M) of diisopropylamine (via syringe). The flask was cooled in a dry ice bath, and with stirring, 23.1 ml of 2.17 molar (0.050 M) n-butyllithium in hexane was added via syringe. The mixture was stirred for 55 minutes, and then a solution of 3.42 g (0.049 M) of freshly distilled isobutyronitrile in... Starting materials: C(C1=CC=CC=C1)N1CCC(=CC2=C1C=CC(=C2)C2=CC=C(C=C2)OCCOCCCC)C(=O)OC (methyl 1-benzyl-7-[4-(2-butoxyethoxy)phenyl]-2,3-dihydro-1H-1-benzazepine-4-carboxylate), [OH-].[Na+] (sodium hydroxide). The solvent is CO (methanol), C1CCOC1 (THF). Run at temperature 50 celsius. Product: C(C1=CC=CC=C1)N1CCC(=CC2=C1C=CC(=C2)C2=CC=C(C=C2)OCCOCCCC)C(=O)O (1-benzyl-7-[4-(2-butoxyethoxy)phenyl]-2,3-dihydro-1H-1-benzazepine-4-carboxylic acid). The yield is 98.8%. RXN SMILES: [CH2:1]([N:8]1[C:14]2[CH:15]=[CH:16][C:17]([C:19]3[CH:24]=[CH:23][C:22]([O:25][CH2:26][CH2:27][O:28][CH2:29][CH2:30][CH2:31][CH3:32])=[CH:21][CH:20]=3)=[CH:18][C:13]=2[CH:12]=[C:11]([C:33]([O:35]C)=[O:34])[CH2:10][CH2:9]1)[C:2]1[CH:7]=[CH:6][CH:5]=[CH:4][CH:3]=1.[OH-].[Na+]>CO.C1COCC1>[CH2:1]([N:8]1[C:14]2[CH:15]=[CH:16][C:17]([C:19]3[CH:20]=[CH:21][C:22]([O:25][CH2:26][CH2:27][O:28][CH2:29][CH2:30][CH2:31][CH3:32])=[CH:23][CH:24]=3)=[CH:18][C:13]=2[CH:12]=[C:11]([C:33]([OH:35])=[O:34])[CH2:10][CH2:9]1)[C:2]1[CH:7]=[CH:6][CH:5]=[CH:4][CH:3]=1 |f:1.2|. Reported procedure: In methanol (25 ml) and THF (25 ml) was dissolved methyl 1-benzyl-7-[4-(2-butoxyethoxy)phenyl]-2,3-dihydro-1H-1-benzazepine-4-carboxylate (0.49 g). To the solution was added 1N sodium hydroxide solution (10 ml), and the mixture was heated at 50° C. overnight and concentrated, then neutralized with 1N hydrochloric acid and extracted with ethyl acetate. The organic layer was washed with water and saturated brine and dried with anhydrous magnesium sulfate. The solvent was evaporated to give 1-benzy...